Task: describe an organic reaction: reactants, conditions, products, and yield. Dataset: the Open Reaction Database (ORD), a public repository of structured organic reaction records Product: CCN(c1ccc(C)c2cc(C(=O)O)[nH]c12)S(=O)(=O)c1cccs1. As a reaction SMILES: [CH2:1]([CH3:2])[N:3]([c:4]1[cH:5][cH:6][c:7]([CH3:18])[c:8]2[cH:9][c:10]([C:13](=[O:14])[O:15][CH2:16][CH3:17])[nH:11][c:12]12)[S:19](=[O:20])(=[O:21])[c:22]1[s:23][cH:24][cH:25][cH:26]1.[K+:28].[O:42]1[CH2:43][CH2:44][CH2:45][CH2:46]1.[OH-:27].[OH:29][C:30]([CH2:31][C:32]([C:33](=[O:34])[OH:35])([CH2:36][C:37](=[O:38])[OH:39])[OH:40])=[O:41]>>[CH2:1]([CH3:2])[N:3]([c:4]1[cH:5][cH:6][c:7]([CH3:18])[c:8]2[cH:9][c:10]([C:13](=[O:14])[OH:15])[nH:11][c:12]12)[S:19](=[O:20])(=[O:21])[c:22]1[s:23][cH:24][cH:25][cH:26]1. The reactants are CCOC(=O)c1cc2c(C)ccc(N(CC)S(=O)(=O)c3cccs3)c2[nH]1, [K+], C1CCOC1, [OH-], O=C(O)CC(O)(CC(=O)O)C(=O)O.